Dataset: the Open Reaction Database (ORD), a public repository of structured organic reaction records. Task: describe an organic reaction: reactants, conditions, products, and yield Starting materials: COC(=O)Cc1ccc(C(=O)O)cc1, CN(C)c1ccncc1, COc1ccc(Cl)cc1S(=O)(=O)N1CCCc2ccc(N)cc21, ClCCl, Cl, O=S(Cl)Cl. Yields the product COC(=O)Cc1ccc(C(=O)Nc2ccc3c(c2)N(S(=O)(=O)c2cc(Cl)ccc2OC)CCC3)cc1. Reaction SMILES: [CH3:1][O:2][C:3](=[O:4])[CH2:5][c:6]1[cH:7][cH:8][c:9]([C:10](=[O:11])[OH:12])[cH:13][cH:14]1.[CH3:46][N:47]([CH3:48])[c:49]1[cH:50][cH:51][n:52][cH:53][cH:54]1.[Cl:19][c:20]1[cH:21][cH:22][c:23]([O:40][CH3:41])[c:24]([S:26](=[O:27])(=[O:28])[N:29]2[CH2:30][CH2:31][CH2:32][c:33]3[cH:34][cH:35][c:36]([NH2:39])[cH:37][c:38]32)[cH:25]1.[Cl:43][CH2:44][Cl:45].[ClH:42].[S:15]([Cl:16])([Cl:17])=[O:18]>>[CH3:1][O:2][C:3](=[O:4])[CH2:5][c:6]1[cH:7][cH:8][c:9]([C:10](=[O:12])[NH:39][c:36]2[cH:35][cH:34][c:33]3[c:38]([cH:37]2)[N:29]([S:26]([c:24]2[c:23]([O:40][CH3:41])[cH:22][cH:21][c:20]([Cl:19])[cH:25]2)(=[O:27])=[O:28])[CH2:30][CH2:31][CH2:32]3)[cH:13][cH:14]1. Reactants: C(C)(=O)[O-].[NH4+] (Ammonium acetate), C(C1=CC=CC=C1)OCCN1C(=NC=2C(=NC(=CC21)C)OC2=CC=CC=C2)COCC (1-[2-(benzyloxy)ethyl]-2-(ethoxymethyl)-6-methyl-4-phenoxy-1H-imidazo[4,5-c]pyridine), [OH-].[Na+] (sodium hydroxide). Solvent: O (water). The product is C(C1=CC=CC=C1)OCCN1C(=NC=2C(=NC(=CC21)C)N)COCC (1-[2-(benzyloxy)ethyl]-2-(ethoxymethyl)-6-methyl-1H-imidazo[4,5-c]pyridin-4-amine). Isolated yield 51.4%. Reaction SMILES: C([O-])(=O)C.[NH4+:5].[CH2:6]([O:13][CH2:14][CH2:15][N:16]1[C:24]2[CH:23]=[C:22]([CH3:25])[N:21]=[C:20](OC3C=CC=CC=3)[C:19]=2[N:18]=[C:17]1[CH2:33][O:34][CH2:35][CH3:36])[C:7]1[CH:12]=[CH:11][CH:10]=[CH:9][CH:8]=1.[OH-].[Na+]>O>[CH2:6]([O:13][CH2:14][CH2:15][N:16]1[C:24]2[CH:23]=[C:22]([CH3:25])[N:21]=[C:20]([NH2:5])[C:19]=2[N:18]=[C:17]1[CH2:33][O:34][CH2:35][CH3:36])[C:7]1[CH:12]=[CH:11][CH:10]=[CH:9][CH:8]=1 |f:0.1,3.4|. Procedure: Ammonium acetate (25 g, 0.32 mol) and 1-[2-(benzyloxy)ethyl]-2-(ethoxymethyl)-6-methyl-4-phenoxy-1H-imidazo[4,5-c]pyridine (2.5 g, 6.0 mmol) were heated at 150° C. in a sealed tube for 22 hours. The resulting solution was adjusted to pH 14 with the addition of 20% sodium hydroxide, and water (50 mL) was added. The mixture was stirred for several hours to provide a yellow precipitate, which was isolated by filtration. The precipitate (1.75 g) was recrystallized from a 50:50 mixture of hexane:ethy... Reactants: C(C)(=O)OC(C)C1=CC=CC=C1 (racemic 1-phenylethyl acetate), ester, [OH-].[Na+] (NaOH). Run in P(=O)([O-])([O-])[O-] (phosphate). Yields the product C1(=CC=CC=C1)[C@H](C)O ((S)-1-phenylethanol). As a reaction SMILES: C([O:4][CH:5]([C:7]1[CH:12]=[CH:11][CH:10]=[CH:9][CH:8]=1)[CH3:6])(=O)C.[OH-].[Na+]>P([O-])([O-])([O-])=O>[C:7]1([C@@H:5]([OH:4])[CH3:6])[CH:12]=[CH:11][CH:10]=[CH:9][CH:8]=1 |f:1.2|. Procedure details: For the preparative resolution, racemic 1-phenylethyl acetate (50 mmol/l) in 10 mmol/l phosphate buffer pH 7.0 is incubated at 30° C. with the esterase according to the invention (1 unit esterase per 1 mmol ester) that was isolated according to example 1. The pH value is kept constant during the reaction by means of an automatic burette which titrates 0.1 mol/l NaOH. The reaction course is monitored by the consumption of sodium hydroxide. The enantiomeric excess of the product 1-phenylethanol as... Reactants: C(=O)OCC (Ethyl formate), C(C)OC(CC(=O)OCC)OCC (Ethyl 3,3-diethoxypropionate), C(C)(C)(C)O[K] (tBuOK). Solvent: C1CCOC1 (THF). Conditions: temperature 0 celsius, time 2 hour. Yields the product C(C)OC(C(C=O)C=O)=O (2-formyl-3-oxo-propionic acid ethyl ester). The yield is 100.1%. As a reaction SMILES: C(O[CH:4]([O:11]CC)[CH2:5][C:6]([O:8][CH2:9][CH3:10])=[O:7])C.[CH:14](OCC)=[O:15].C(O[K])(C)(C)C>C1COCC1>[CH2:9]([O:8][C:6](=[O:7])[CH:5]([CH:4]=[O:11])[CH:14]=[O:15])[CH3:10]. Procedure details: Ethyl 3,3-diethoxypropionate (100 g, 525.7 mmol) was dissolved in THF (360 ml) at room temp. Ethyl formate (175.1 ml, 2.1 mol) was added at room temp. The solution was cooled in an ice-bath to 0° C. and tBuOK (1M solution in THF, 1,156 ml, 1.156 mol) was added via an addition funnel slowly over 30 min, maintaining internal temperature below 5° C. The color changed instantly from colorless to dark orange. The reaction mixture was allowed to warm up to room temp. and stirred for 2 h. The reaction ... Reactants: CC(C)(C)OC(C(CCN1C(C2=CC=C(C=C2C1=O)N)=O)NC(CC(C)C)C(=O)NCC1=CC=CC=C1)=O (2-[1-(benzylamino)carbonyl-3-methyl-butylamino]-4-(5-amino-1,3-dioxo-1,3-dihydro-isoindol-2-yl)-butanoic acid-1,1-dimethylethyl ester), ClCCl (dichloromethane), C1(=CC=CC=C1)S(=O)(=O)Cl (benzenesulfonyl chloride). The solvent is N1=CC=CC=C1 (pyridine). Conditions: temperature 0 celsius, time 18 hour. The product is CC(C)(C)OC([C@@H](CCN1C(C2=CC=C(C=C2C1=O)NS(=O)(=O)C1=CC=CC=C1)=O)N[C@@H](CC(C)C)C(=O)NCC1=CC=CC=C1)=O (2-(R)-[1-(S)-(Benzylamino)carbonyl-3-methyl-butylamino]-4-(5-benzenesulfonylamino-1,3-dioxo-1,3-dihydro-isoindol-2-yl)-butanoic acid-1,1-dimethylethyl ester). As a reaction SMILES: [CH3:1][C:2]([O:5][C:6](=[O:38])[CH:7]([NH:22][CH:23]([C:28]([NH:30][CH2:31][C:32]1[CH:37]=[CH:36][CH:35]=[CH:34][CH:33]=1)=[O:29])[CH2:24][CH:25]([CH3:27])[CH3:26])[CH2:8][CH2:9][N:10]1[C:18](=[O:19])[C:17]2[C:12](=[CH:13][CH:14]=[C:15]([NH2:20])[CH:16]=2)[C:11]1=[O:21])([CH3:4])[CH3:3].ClCCl.[C:42]1([S:48](Cl)(=[O:50])=[O:49])[CH:47]=[CH:46][CH:45]=[CH:44][CH:43]=1>N1C=CC=CC=1>[CH3:1][C:2]([O:5][C:6](=[O:38])[C@H:7]([NH:22][C@H:23]([C:28]([NH:30][CH2:31][C:32]1[CH:37]=[CH:36][CH:35]=[CH:34][CH:33]=1)=[O:29])[CH2:24][CH:25]([CH3:27])[CH3:26])[CH2:8][CH2:9][N:10]1[C:18](=[O:19])[C:17]2[C:12](=[CH:13][CH:14]=[C:15]([NH:20][S:48]([C:42]3[CH:47]=[CH:46][CH:45]=[CH:44][CH:43]=3)(=[O:50])=[O:49])[CH:16]=2)[C:11]1=[O:21])([CH3:4])[CH3:3]. Procedure: 58 mg of 2-[1-(benzylamino)carbonyl-3-methyl-butylamino]-4-(5-amino-1,3-dioxo-1,3-dihydro-isoindol-2-yl)-butanoic acid-1,1-dimethylethyl ester, prepared as in Example 73 where the protecting group Rp, 1,1-dimethylethyl, was not removed following the condensation reaction seen in Scheme 2, was added to 4 mL dichloromethane under nitrogen. The mixture was cooled to 0° C. and 0.015 mL benzenesulfonyl chloride was added immediately followed by 0.1 mL pyridine. The mixture was allowed to warm to room... Reactants: COC(=O)C(NC(=O)OC(C)(C)C)c1ccc(Oc2ccc(Cc3ccccc3)cc2)cc1, [Na+], [OH-]. Yields the product CC(C)(C)OC(=O)NC(C(=O)O)c1ccc(Oc2ccc(Cc3ccccc3)cc2)cc1. RXN SMILES: [CH3:1][O:2][C:3]([CH:4]([NH:5][C:6](=[O:7])[O:8][C:9]([CH3:10])([CH3:11])[CH3:12])[c:13]1[cH:14][cH:15][c:16]([O:19][c:20]2[cH:21][cH:22][c:23]([CH2:26][c:27]3[cH:28][cH:29][cH:30][cH:31][cH:32]3)[cH:24][cH:25]2)[cH:17][cH:18]1)=[O:33].[Na+:35].[OH-:34]>>[O:2]=[C:3]([CH:4]([NH:5][C:6](=[O:7])[O:8][C:9]([CH3:10])([CH3:11])[CH3:12])[c:13]1[cH:14][cH:15][c:16]([O:19][c:20]2[cH:21][cH:22][c:23]([CH2:26][c:27]3[cH:28][cH:29][cH:30][cH:31][cH:32]3)[cH:24][cH:25]2)[cH:17][cH:18]1)[OH:33]. Reaction SMILES: [CH3:37][C:38]#[N:39].[CH:28]([N:29]([CH:30]([CH3:31])[CH3:32])[CH2:33][CH3:34])([CH3:35])[CH3:36].[Cl:1][CH2:2][C:3](=[O:4])[N:5]1[CH:6]([C:12]#[N:13])[CH2:7][CH2:8][CH:9]1[C:10]#[CH:11].[N:15]1([c:22]2[n:23][cH:24][cH:25][cH:26][cH:27]2)[CH2:16][CH2:17][CH:18]([NH2:21])[CH2:19][CH2:20]1.[O:40]1[CH2:41][CH2:42][O:43][CH2:44][CH2:45]1.[OH2:14]>>[CH2:2]([C:3](=[O:4])[N:5]1[CH:6]([C:12]#[N:13])[CH2:7][CH2:8][CH:9]1[C:10]#[CH:11])[NH:21][CH:18]1[CH2:17][CH2:16][N:15]([c:22]2[n:23][cH:24][cH:25][cH:26][cH:27]2)[CH2:20][CH2:19]1.[ClH:1]. Product: C#CC1CCC(C#N)N1C(=O)CNC1CCN(c2ccccn2)CC1, Cl. Reactants: CC#N, CCN(C(C)C)C(C)C, C#CC1CCC(C#N)N1C(=O)CCl, NC1CCN(c2ccccn2)CC1, C1COCCO1, O.